Task: describe an organic reaction: reactants, conditions, products, and yield. Dataset: the Open Reaction Database (ORD), a public repository of structured organic reaction records Starting materials: BrC1=CC=C(C=C1)CC(=O)OCC (ethyl 2-(4-bromophenyl)acetate), C(#N)[Cu] (CuCN). Reagents/catalysts: [Cu]I (CuI). Run in CN1CCCC1=O (NMP). Reaction conditions: temperature 160 celsius, time 10 minute. Yields the product C(#N)C1=CC=C(C=C1)CC(=O)OCC (ethyl 2-(4-cyanophenyl)acetate). The yield is 133.2%. RXN SMILES: Br[C:2]1[CH:7]=[CH:6][C:5]([CH2:8][C:9]([O:11][CH2:12][CH3:13])=[O:10])=[CH:4][CH:3]=1.[C:14]([Cu])#[N:15]>[Cu]I.CN1C(=O)CCC1>[C:14]([C:2]1[CH:7]=[CH:6][C:5]([CH2:8][C:9]([O:11][CH2:12][CH3:13])=[O:10])=[CH:4][CH:3]=1)#[N:15]. Procedure: Combined ethyl 2-(4-bromophenyl)acetate (30 g, 0.123 mol) and NMP (200 mL). Then CuCN (33 g, 0.370 mol) was added in portions and then degassed and refilled with nitrogen three times. Then CuI (4.7 g, 0.0247 mol) was added in one portion. The reaction was degassed and refilled with nitrogen three times and then heated to 160° C. for 4 hours. Then the reaction was heated to 180° C. for another 3 hours. The solution was then cooled to room temperature and diluted with EtOAc (500 mL) and water (500... Starting materials: CCC(=O)CBr, CCCC[N+](CCCC)(CCCC)CCCC, CC#N, CCN(CC)CCNC(=O)c1cc(Cl)c(N)cc1O. Yields the product CCC(=O)COc1cc(N)c(Cl)cc1C(=O)NCCN(CC)CC. RXN SMILES: [Br:37][CH2:38][C:39]([CH2:40][CH3:41])=[O:42].[CH3:1][CH2:2][CH2:3][CH2:4][N+:5]([CH2:6][CH2:7][CH2:8][CH3:9])([CH2:10][CH2:11][CH2:12][CH3:13])[CH2:14][CH2:15][CH2:16][CH3:17].[CH3:43][C:44]#[N:45].[NH2:18][c:19]1[cH:20][c:21]([OH:36])[c:22]([C:23](=[O:24])[NH:25][CH2:26][CH2:27][N:28]([CH2:29][CH3:30])[CH2:31][CH3:32])[cH:33][c:34]1[Cl:35]>>[NH2:18][c:19]1[cH:20][c:21]([O:36][CH2:38][C:39]([CH2:40][CH3:41])=[O:42])[c:22]([C:23](=[O:24])[NH:25][CH2:26][CH2:27][N:28]([CH2:29][CH3:30])[CH2:31][CH3:32])[cH:33][c:34]1[Cl:35]. The reactants are CS(C)=O, Nc1ncnc2c1c(-c1nc3ccc([N+](=O)[O-])cc3[nH]1)cn2C1CCCC1, O=C=Nc1ccccc1. Yields the product Nc1ncnc2c1c(-c1nc3ccc(NC(=O)Nc4ccccc4)cc3[nH]1)cn2C1CCCC1. RXN SMILES: [CH3:37][S:38]([CH3:39])=[O:40].[CH:1]1([n:6]2[cH:7][c:8](-[c:16]3[n:17][c:18]4[c:19]([nH:20]3)[cH:21][c:22]([N+:25]([O-:26])=[O:27])[cH:23][cH:24]4)[c:9]3[c:10]2[n:11][cH:12][n:13][c:14]3[NH2:15])[CH2:2][CH2:3][CH2:4][CH2:5]1.[O:28]=[C:29]=[N:30][c:31]1[cH:32][cH:33][cH:34][cH:35][cH:36]1>>[CH:1]1([n:6]2[cH:7][c:8](-[c:16]3[n:17][c:18]4[c:19]([nH:20]3)[cH:21][c:22]([NH:25][C:29](=[O:28])[NH:30][c:31]3[cH:32][cH:33][cH:34][cH:35][cH:36]3)[cH:23][cH:24]4)[c:9]3[c:10]2[n:11][cH:12][n:13][c:14]3[NH2:15])[CH2:2][CH2:3][CH2:4][CH2:5]1. The reactants are ClC1=C(C#N)C(=C(C=N1)CN1N=C(N=C1Br)Br)C (2-chloro-5-((3,5-dibromo-1H-1,2,4-triazol-1-yl)methyl)-4-methylnicotinonitrile), hydrochloride salt, C1(CC1)NC1=C(C(=O)OC)C=C(C=C1C)O (methyl 2-(cyclopropylamino)-5-hydroxy-3-methylbenzoate), C(=O)([O-])[O-].[Cs+].[Cs+] (Cs2CO3). Run in CN(C)C=O (DMF), CN(C)C=O (DMF). Run at temperature 80 celsius, time 30 minute. Product: C(#N)C=1C(=NC=C(C1C)CN1N=C(N=C1Br)Br)OC=1C=C(C(=C(C(=O)OC)C1)NC1CC1)C (methyl 5-(3-cyano-5-((3,5-dibromo-1H-1,2,4-triazol-1-yl)methyl)-4-methylpyridin-2-yloxy)-2-(cyclopropylamino)-3-methylbenzoate). Isolated yield 75.9%. RXN SMILES: C([O-])([O-])=O.[Cs+].[Cs+].Cl[C:8]1[N:15]=[CH:14][C:13]([CH2:16][N:17]2[C:21]([Br:22])=[N:20][C:19]([Br:23])=[N:18]2)=[C:12]([CH3:24])[C:9]=1[C:10]#[N:11].[CH:25]1([NH:28][C:29]2[C:38]([CH3:39])=[CH:37][C:36]([OH:40])=[CH:35][C:30]=2[C:31]([O:33][CH3:34])=[O:32])[CH2:27][CH2:26]1>CN(C=O)C>[C:10]([C:9]1[C:8]([O:40][C:36]2[CH:37]=[C:38]([CH3:39])[C:29]([NH:28][CH:25]3[CH2:27][CH2:26]3)=[C:30]([CH:35]=2)[C:31]([O:33][CH3:34])=[O:32])=[N:15][CH:14]=[C:13]([CH2:16][N:17]2[C:21]([Br:22])=[N:20][C:19]([Br:23])=[N:18]2)[C:12]=1[CH3:24])#[N:11] |f:0.1.2|. Procedure details: Cs2CO3 (14.9 g, 45.8 mmol) and DMF (25 mL) are added into a 250 mL flask, and the reaction mixture is heated to 80° C. 2-chloro-5-((3,5-dibromo-1H-1,2,4-triazol-1-yl)methyl)-4-methylnicotinonitrile (7.2 g, 18.3 mmol) and hydrochloride salt of methyl 2-(cyclopropylamino)-5-hydroxy-3-methylbenzoate (4.2 g, 18.3 mmol) is dissolved by DMF (25 mL) in a 100 mL flask, and the mixture is added into the 250 ml flask over 30 min. The resulting mixture is stirred at 80° C. for 30 min. A sample of the mixtu... Reaction SMILES: [NH2:1][C:2]1[CH:7]=[CH:6][CH:5]=[C:4]([CH2:8][CH3:9])[N:3]=1.C(C1C=CN=C(N2[CH2:23][CH2:22][N:21]([C:24]3[CH:29]=[CH:28][C:27]([NH2:30])=[CH:26][CH:25]=3)[CH2:20][CH2:19]2)C=1)C>>[CH2:8]([C:4]1[N:3]=[C:2]([N:1]2[CH2:19][CH2:20][N:21]([C:24]3[CH:25]=[CH:26][C:27]([NH2:30])=[CH:28][CH:29]=3)[CH2:22][CH2:23]2)[CH:7]=[CH:6][CH:5]=1)[CH3:9]. Procedure: From 2-amino-6-ethylpyridine, in the same manner as 4-[4-(4-ethyl-pyridin-2-yl)-piperazin-1-yl]-phenylamine. Reactants: NC1=NC(=CC=C1)CC (2-amino-6-ethylpyridine), C(C)C1=CC(=NC=C1)N1CCN(CC1)C1=CC=C(C=C1)N (4-[4-(4-ethyl-pyridin-2-yl)-piperazin-1-yl]-phenylamine). Product: C(C)C1=CC=CC(=N1)N1CCN(CC1)C1=CC=C(C=C1)N (4-[4-(6-Ethyl-pyridin-2-yl)-piperazin-1-yl]-phenylamine).